This data is from the Open Reaction Database (ORD), a public repository of structured organic reaction records. The task is: describe an organic reaction: reactants, conditions, products, and yield The reactants are CC(C)(C)OC(=O)NC1CCC(N)CC1, COCCOc1cc(OC)ccc1-c1ncnc2c(C(=O)O)c[nH]c12. The product is COCCOc1cc(OC)ccc1-c1ncnc2c(C(=O)NC3CCC(NC(=O)OC(C)(C)C)CC3)c[nH]c12. As a reaction SMILES: [C:26]([CH3:27])([CH3:28])([CH3:29])[O:30][C:31]([NH:32][CH:33]1[CH2:34][CH2:35][CH:36]([NH2:39])[CH2:37][CH2:38]1)=[O:40].[CH3:1][O:2][c:3]1[cH:4][c:5]([O:21][CH2:22][CH2:23][O:24][CH3:25])[c:6](-[c:9]2[c:10]3[c:11]([n:12][cH:13][n:14]2)[c:15]([C:18](=[O:19])[OH:20])[cH:16][nH:17]3)[cH:7][cH:8]1>>[CH3:1][O:2][c:3]1[cH:4][c:5]([O:21][CH2:22][CH2:23][O:24][CH3:25])[c:6](-[c:9]2[c:10]3[c:11]([n:12][cH:13][n:14]2)[c:15]([C:18](=[O:20])[NH:39][CH:36]2[CH2:35][CH2:34][CH:33]([NH:32][C:31]([O:30][C:26]([CH3:27])([CH3:28])[CH3:29])=[O:40])[CH2:38][CH2:37]2)[cH:16][nH:17]3)[cH:7][cH:8]1. Starting materials: CC=1C=C(N)C=CC1C (3,4-dimethylaniline), ClC1=C(C(=CC=C1)Cl)C1=NC2=C(N1C)C=CC(=C2)C(=O)O (2-(2,6-dichlorophenyl)-1-methyl-1H-benzoimidazole-5-carboxylic acid), CCN=C=NCCCN(C)C (EDCI), C=1C=CC2=C(C1)N=NN2O (HOBt). Solvent: CN(C)C=O (DMF), O (water). Conditions: time 18 hour. Yields the product CC=1C=C(C=CC1C)NC(=O)C1=CC2=C(N(C(=N2)C2=C(C=CC=C2Cl)Cl)C)C=C1 (2-(2,6-dichlorophenyl)-1-methyl-1H-benzoimidazole-5-carboxylic acid (3,4-dimethylphenyl)-amide). As a reaction SMILES: [Cl:1][C:2]1[CH:7]=[CH:6][CH:5]=[C:4]([Cl:8])[C:3]=1[C:9]1[N:13]([CH3:14])[C:12]2[CH:15]=[CH:16][C:17]([C:19](O)=[O:20])=[CH:18][C:11]=2[N:10]=1.CCN=C=NCCCN(C)C.C1C=CC2N(O)N=NC=2C=1.[CH3:43][C:44]1[CH:45]=[C:46]([CH:48]=[CH:49][C:50]=1[CH3:51])[NH2:47]>CN(C=O)C.O>[CH3:43][C:44]1[CH:45]=[C:46]([NH:47][C:19]([C:17]2[CH:16]=[CH:15][C:12]3[N:13]([CH3:14])[C:9]([C:3]4[C:4]([Cl:8])=[CH:5][CH:6]=[CH:7][C:2]=4[Cl:1])=[N:10][C:11]=3[CH:18]=2)=[O:20])[CH:48]=[CH:49][C:50]=1[CH3:51]. Procedure: To a mixture of 2-(2,6-dichlorophenyl)-1-methyl-1H-benzoimidazole-5-carboxylic acid (100 mg), EDCI (59 mg) and HOBt (42 mg) in DMF (2 mL) was added 3,4-dimethylaniline (38 mg) and the mixture was stirred at room temperature for 18 h. The mixture was poured into water and was extracted with EtOAc. The organic phase was washed with water (3×) and dried over sodium sulfate. The solvent was removed under reduced pressure and the residue purified by flash chromatography using EtOAc/CH2Cl2 (1:5) as el... The solvent is CN1CCCC1=O (NMP). Product: ClC1=C(C=C(C=C1)OC1=CC=C(C=C1)CCOC=1NC=C(C(N1)=O)CC=1C=NC(=NC1)OC)C(F)(F)F (2-{[2-(4-{[4-Chloro-3-(trifluoromethyl)phenyl]oxy}phenyl)ethyl]oxy}-5-{[2-(methyloxy)-5-pyrimidinyl]methyl}-4(1H)-pyrimidinone). Reaction SMILES: O/[CH:2]=[C:3](\[CH2:8][C:9]1[CH:10]=[N:11][C:12]([O:15][CH3:16])=[N:13][CH:14]=1)/[C:4]([O:6]C)=O.OS(C(F)(F)F)(=O)=O.[C:25](=[NH:48])([O:27][CH2:28][CH2:29][C:30]1[CH:35]=[CH:34][C:33]([O:36][C:37]2[CH:42]=[CH:41][C:40]([Cl:43])=[C:39]([C:44]([F:47])([F:46])[F:45])[CH:38]=2)=[CH:32][CH:31]=1)[NH2:26].C([O-])([O-])=O.[K+].[K+]>CN1C(=O)CCC1>[Cl:43][C:40]1[CH:41]=[CH:42][C:37]([O:36][C:33]2[CH:34]=[CH:35][C:30]([CH2:29][CH2:28][O:27][C:25]3[NH:48][CH:2]=[C:3]([CH2:8][C:9]4[CH:10]=[N:11][C:12]([O:15][CH3:16])=[N:13][CH:14]=4)[C:4](=[O:6])[N:26]=3)=[CH:31][CH:32]=2)=[CH:38][C:39]=1[C:44]([F:45])([F:46])[F:47] |f:1.2,3.4.5|. Starting materials: O/C=C(/C(=O)OC)\CC=1C=NC(=NC1)OC (methyl (2E)-3-hydroxy-2-{[2-(methyloxy)-5-pyrimidinyl]methyl}-2-propenoate), OS(=O)(=O)C(F)(F)F.C(N)(OCCC1=CC=C(C=C1)OC1=CC(=C(C=C1)Cl)C(F)(F)F)=N (2-(4-{[4-chloro-3-(trifluoromethyl)phenyl]oxy}-phenyl)ethyl imidocarbamate triflate), C(=O)([O-])[O-].[K+].[K+] (K2CO3). Yield: 21.4%. Conditions: temperature 160 celsius. Procedure details: To the solution of methyl (2E)-3-hydroxy-2-{[2-(methyloxy)-5-pyrimidinyl]methyl}-2-propenoate (177 mg, 0.789 mmol) and 2-(4-{[4-chloro-3-(trifluoromethyl)phenyl]oxy}-phenyl)ethyl imidocarbamate triflate (267 mg, 0.526 mmol) in NMP (10 mL) was added K2CO3 (218 mg, 1.577 mmol). The mixture was heated with a microwave reactor at 160° C. for 1 h. Purification via MDAP then afforded the title compound (60 mg, 21.41% yield). LCMS: rt=3.58 min, [M+H+]=532.9 RXN SMILES: [Cl:1][c:2]1[cH:3][c:4]([NH:14][CH2:15][C:16](=[O:17])[OH:18])[n:5][c:6](-[c:8]2[cH:9][cH:10][cH:11][cH:12][cH:13]2)[n:7]1.[SH:19][c:20]1[cH:21][cH:22][cH:23][cH:24][cH:25]1>>[c:2]1([S:19][c:20]2[cH:21][cH:22][cH:23][cH:24][cH:25]2)[cH:3][c:4]([NH:14][CH2:15][C:16](=[O:17])[OH:18])[n:5][c:6](-[c:8]2[cH:9][cH:10][cH:11][cH:12][cH:13]2)[n:7]1. The reactants are O=C(O)CNc1cc(Cl)nc(-c2ccccc2)n1, Sc1ccccc1. Product: O=C(O)CNc1cc(Sc2ccccc2)nc(-c2ccccc2)n1. Starting materials: FC1=C(C=CC(=C1)CBr)C1=CC=CC=C1 (2-fluoro-4-monobromomethylbiphenyl), C(C)#N (acetonitrile), C(C)#N (acetonitrile). Yields the product FC1=C(C=CC(=C1)CC#N)C1=CC=CC=C1 (2-(2-fluoro-4-biphenylyl)acetonitrile). Reaction SMILES: [F:1][C:2]1[CH:7]=[C:6]([CH2:8]Br)[CH:5]=[CH:4][C:3]=1[C:10]1[CH:15]=[CH:14][CH:13]=[CH:12][CH:11]=1.[C:16](#[N:18])C>>[F:1][C:2]1[CH:7]=[C:6]([CH2:8][C:16]#[N:18])[CH:5]=[CH:4][C:3]=1[C:10]1[CH:15]=[CH:14][CH:13]=[CH:12][CH:11]=1. Reported procedure: The crude monobromide prepared in Example 4 was refluxed with 100 ml of EtOH and 6.9 g (0.14 mol) of NaCN for one hour. Most of the EtOH was then removed in a rotary evaporator at reduced pressure and the resulting residue was partitioned between H2O and Et2O. The Et2O phase was dried over MgSO4 and concentrated to leave 19.3 g of brown semi-solid material. Analysis of this material by NMR showed that it contained the acetonitrile and only trace amounts of the monobromide. The crude acetonitrile... The reactants are [BH3-]C#N, COc1ccc(C(=O)Nc2c(C#N)cnn2C)c2sc(N3CCNCC3)nc12, C=O, CC(=O)O, CC#N, O=C(O)C(F)(F)F, [Na+]. Yields the product COc1ccc(C(=O)Nc2c(C#N)cnn2C)c2sc(N3CCN(C)CC3)nc12. RXN SMILES: [C:38]([BH3-:39])#[N:40].[C:8](#[N:9])[c:10]1[c:11]([NH:16][C:17](=[O:18])[c:19]2[cH:20][cH:21][c:22]([O:34][CH3:35])[c:23]3[n:24][c:25]([N:28]4[CH2:29][CH2:30][NH:31][CH2:32][CH2:33]4)[s:26][c:27]23)[n:12]([CH3:15])[n:13][cH:14]1.[CH2:36]=[O:37].[CH3:42][C:43](=[O:44])[OH:45].[CH3:46][C:47]#[N:48].[F:1][C:2]([F:3])([F:4])[C:5]([OH:6])=[O:7].[Na+:41]>>[CH3:2][N:31]1[CH2:30][CH2:29][N:28]([c:25]2[n:24][c:23]3[c:22]([O:34][CH3:35])[cH:21][cH:20][c:19]([C:17]([NH:16][c:11]4[c:10]([C:8]#[N:9])[cH:14][n:13][n:12]4[CH3:15])=[O:18])[c:27]3[s:26]2)[CH2:33][CH2:32]1.